The task is: describe an organic reaction: reactants, conditions, products, and yield. This data is from the Open Reaction Database (ORD), a public repository of structured organic reaction records. Reactants: ClC=1C=C2C(=CC=3N(C2=CC1)C(=NN3)C)C3=C(C=CC=C3F)F (7-chloro-1-methyl-5-(2,6-difluorophenyl)-s-triazolo[4,3-a]quinoline), I(=O)(=O)(=O)[O-].[Na+] (sodium periodate). Reagents/catalysts: [Ru](=O)=O (ruthenium dioxide). Yields the product ClC=1C=CC(=C(C(=O)C2=C(C=CC=C2F)F)C1)N1C(=NN=C1)C (5-chloro-2',6'-difluoro-2-(3-methyl-4H-1,2,4-triazol-4-yl)benzophenone). RXN SMILES: [Cl:1][C:2]1[CH:3]=[C:4]2[C:9](=[CH:10][CH:11]=1)[N:8]1[C:12](C)=[N:13][N:14]=[C:7]1[CH:6]=[C:5]2[C:16]1[C:21]([F:22])=[CH:20][CH:19]=[CH:18][C:17]=1[F:23].I([O-])(=O)(=O)=[O:25].[Na+]>[Ru](=O)=O>[Cl:1][C:2]1[CH:11]=[CH:10][C:9]([N:8]2[CH:12]=[N:13][N:14]=[C:7]2[CH3:6])=[C:4]([CH:3]=1)[C:5]([C:16]1[C:21]([F:22])=[CH:20][CH:19]=[CH:18][C:17]=1[F:23])=[O:25] |f:1.2|. Procedure: In the manner given in Example 3, 7-chloro-1-methyl-5-(2,6-difluorophenyl)-s-triazolo[4,3-a]quinoline is oxidized at low temperature with sodium periodate and ruthenium dioxide to give 5-chloro-2',6'-difluoro-2-(3-methyl-4H-1,2,4-triazol-4-yl)benzophenone. The reactants are C1(=CC=CC=C1)[C@@H](C(=O)Cl)C (2-(S)-phenyl-propionyl chloride), ClC=1C=NC=C(C1CC(=O)C1=CC(=C(C=C1)OC)OC)Cl (2-(3,5-dichloro-pyridin-4-yl)-1-(3,4-dimethoxy-phenyl) -ethanone). Product: ClC=1C=NC=C(C1\C=C(\C1=CC(=C(C=C1)OC)OC)/OC([C@@H](C)C1=CC=CC=C1)=O)Cl (2-(S)-phenyl-propionic acid (Z)-2-(3,5-dichloro-pyridin-4-yl)-1-(3,4-dimethoxy-phenyl)vinyl ester). Reaction SMILES: [C:1]1([C@H:7]([CH3:11])[C:8](Cl)=[O:9])[CH:6]=[CH:5][CH:4]=[CH:3][CH:2]=1.[Cl:12][C:13]1[CH:14]=[N:15][CH:16]=[C:17]([Cl:32])[C:18]=1[CH2:19][C:20]([C:22]1[CH:27]=[CH:26][C:25]([O:28][CH3:29])=[C:24]([O:30][CH3:31])[CH:23]=1)=[O:21]>>[Cl:32][C:17]1[CH:16]=[N:15][CH:14]=[C:13]([Cl:12])[C:18]=1/[CH:19]=[C:20](\[O:21][C:8](=[O:9])[C@H:7]([C:1]1[CH:6]=[CH:5][CH:4]=[CH:3][CH:2]=1)[CH3:11])/[C:22]1[CH:27]=[CH:26][C:25]([O:28][CH3:29])=[C:24]([O:30][CH3:31])[CH:23]=1. Procedure details: The compound was obtained starting from 2-(S)-phenyl-propionyl chloride and 2-(3,5-dichloro-pyridin-4-yl)-1-(3,4-dimethoxy-phenyl) -ethanone, following the procedure of Example 7.